Dataset: the Open Reaction Database (ORD), a public repository of structured organic reaction records. Task: describe an organic reaction: reactants, conditions, products, and yield Starting materials: O=C([O-])[O-], CCO, Cc1ccccc1, COc1ccc(B(O)O)cc1F, Nc1ncc(I)cn1, N#N, [Na+], [Na+], [Na+], [OH-], O. Yields the product COc1ccc(-c2cnc(N)nc2)cc1F. Reaction SMILES: [C:21](=[O:22])([O-:23])[O-:24].[CH3:32][CH2:33][OH:34].[CH3:35][c:36]1[cH:37][cH:38][cH:39][cH:40][cH:41]1.[F:1][c:2]1[cH:3][c:4]([B:10]([OH:11])[OH:12])[cH:5][cH:6][c:7]1[O:8][CH3:9].[I:13][c:14]1[cH:15][n:16][c:17]([NH2:20])[n:18][cH:19]1.[N:27]#[N:28].[Na+:25].[Na+:26].[Na+:30].[OH-:29].[OH2:31]>>[F:1][c:2]1[cH:3][c:4](-[c:14]2[cH:15][n:16][c:17]([NH2:20])[n:18][cH:19]2)[cH:5][cH:6][c:7]1[O:8][CH3:9]. Starting materials: B(Br)(Br)Br (boron tribromide), C(C1=CC=CC=C1)(=O)N[C@@]1(CC2=C(C=CC=C2CC1)OC)C(=O)OC (methyl (S)-2-benzamido-8-methoxy-1,2,3,4-tetrahydro-naphthalene-2-carboxylate), [Cl-].[NH4+] (ammonium chloride), C(C)(=O)OCC (ethyl acetate). The solvent is ClCCl (dichloromethane). Conditions: time 3 hour. The product is C(C1=CC=CC=C1)(=O)N[C@@]1(CC2=C(C=CC=C2CC1)O)C(=O)O ((S)-2-benzamido-8-hydroxy-1,2,3,4-tetrahydro-naphthalene-2-carboxylic acid). The yield is 97.8%. RXN SMILES: B(Br)(Br)Br.[C:5]([NH:13][C@@:14]1([C:26]([O:28]C)=[O:27])[CH2:23][CH2:22][C:21]2[C:16](=[C:17]([O:24]C)[CH:18]=[CH:19][CH:20]=2)[CH2:15]1)(=[O:12])[C:6]1[CH:11]=[CH:10][CH:9]=[CH:8][CH:7]=1.[Cl-].[NH4+].C(OCC)(=O)C>ClCCl>[C:5]([NH:13][C@@:14]1([C:26]([OH:28])=[O:27])[CH2:23][CH2:22][C:21]2[C:16](=[C:17]([OH:24])[CH:18]=[CH:19][CH:20]=2)[CH2:15]1)(=[O:12])[C:6]1[CH:7]=[CH:8][CH:9]=[CH:10][CH:11]=1 |f:2.3|. Procedure details: 28.7 ml of boron tribromide solution (1M in dichloromethane) were added dropwise under argon and while cooling with ice to a solution of 1.95 g (5.75 mmol) of methyl (S)-2-benzamido-8-methoxy-1,2,3,4-tetrahydro-naphthalene-2-carboxylate in 15 ml of dichloromethane. The reaction mixture was stirred at 0° for 30 minutes and at room temperature for 3 hours and then poured into a mixture of ice, saturated ammonium chloride solution and ethyl acetate. The organic phase was separated, extracted with s... Starting materials: BrB(Br)Br, CC(Cl)Cl, COc1cnc2c(Cl)ccnc2c1, ClCCl. Product: Oc1cnc2c(Cl)ccnc2c1. Reaction SMILES: [B:14]([Br:15])([Br:16])[Br:17].[Cl:18][CH:19]([Cl:20])[CH3:21].[Cl:1][c:2]1[cH:3][cH:4][n:5][c:6]2[cH:7][c:8]([O:12][CH3:13])[cH:9][n:10][c:11]12.[Cl:22][CH2:23][Cl:24]>>[Cl:1][c:2]1[cH:3][cH:4][n:5][c:6]2[cH:7][c:8]([OH:12])[cH:9][n:10][c:11]12. Reactants: CNC (dimethylamine), C(C)(C)(C)OC(N(C)C1=C2N=CN(C2=NC=N1)C1=CC=C(C=C1)NC(=O)NC1=CC(=C(C=C1)C=O)C(F)(F)F)=O ((9-{4-[3-(4-formyl-3-(trifluoromethyl)phenyl)-ureido]phenyl}-9H-purin-6-yl)-methyl-carbamic acid tert-butyl ester). Product: CN(C)CC1=C(C=C(C=C1)NC(=O)NC1=CC=C(C=C1)N1C2=NC=NC(=C2N=C1)NC)C(F)(F)F (1-(4-Dimethylaminomethyl-3-(trifluoromethyl)phenyl)-3-[4-(6-(methylamino)purin-9-yl)phenyl]urea). As a reaction SMILES: [CH3:1][NH:2][CH3:3].C(O[C:9](=O)[N:10]([C:12]1[N:20]=[CH:19][N:18]=[C:17]2[C:13]=1[N:14]=[CH:15][N:16]2[C:21]1[CH:26]=[CH:25][C:24]([NH:27][C:28]([NH:30][C:31]2[CH:36]=[CH:35][C:34]([CH:37]=O)=[C:33]([C:39]([F:42])([F:41])[F:40])[CH:32]=2)=[O:29])=[CH:23][CH:22]=1)C)(C)(C)C>>[CH3:1][N:2]([CH2:37][C:34]1[CH:35]=[CH:36][C:31]([NH:30][C:28]([NH:27][C:24]2[CH:25]=[CH:26][C:21]([N:16]3[CH:15]=[N:14][C:13]4[C:17]3=[N:18][CH:19]=[N:20][C:12]=4[NH:10][CH3:9])=[CH:22][CH:23]=2)=[O:29])=[CH:32][C:33]=1[C:39]([F:42])([F:40])[F:41])[CH3:3]. Procedure: The title compound can be prepared from dimethylamine and (9-{4-[3-(4-formyl-3-(trifluoromethyl)phenyl)-ureido]phenyl}-9H-purin-6-yl)-methyl-carbamic acid tert-butyl ester by using the same techniques as in Example 168. Reactants: [BH4-], CC(=O)c1cccc(-c2ccccc2)c1, CO, [Cl-], [NH4+], [Na+], C1CCOC1. The product is CC(O)c1cccc(-c2ccccc2)c1. Reaction SMILES: [BH4-:16].[C:1]([CH3:2])(=[O:3])[c:4]1[cH:5][c:6](-[c:10]2[cH:11][cH:12][cH:13][cH:14][cH:15]2)[cH:7][cH:8][cH:9]1.[CH3:20][OH:21].[Cl-:18].[NH4+:19].[Na+:17].[O:22]1[CH2:23][CH2:24][CH2:25][CH2:26]1>>[CH:1]([CH3:2])([OH:3])[c:4]1[cH:5][c:6](-[c:10]2[cH:11][cH:12][cH:13][cH:14][cH:15]2)[cH:7][cH:8][cH:9]1. Starting materials: C(C)OC(=O)C=1N(C(=NC1C)Br)C (2-bromo-3,5-dimethyl-3H-imidazole-4-carboxylic acid ethyl ester), C(#C)C1=CC=C(C=C1)C1=CC=CC=C1 (4-ethynylbiphenyl). Product: C(C)OC(=O)C=1N(C(=NC1C)C#CC1=CC=C(C=C1)C1=CC=CC=C1)C (2-Biphenyl-4-ylethynyl-3,5-dimethyl-3H-imidazole-4-carboxylic acid ethyl ester). RXN SMILES: [CH2:1]([O:3][C:4]([C:6]1[N:7]([CH3:13])[C:8](Br)=[N:9][C:10]=1[CH3:11])=[O:5])[CH3:2].[C:14]([C:16]1[CH:21]=[CH:20][C:19]([C:22]2[CH:27]=[CH:26][CH:25]=[CH:24][CH:23]=2)=[CH:18][CH:17]=1)#[CH:15]>>[CH2:1]([O:3][C:4]([C:6]1[N:7]([CH3:13])[C:8]([C:15]#[C:14][C:16]2[CH:21]=[CH:20][C:19]([C:22]3[CH:27]=[CH:26][CH:25]=[CH:24][CH:23]=3)=[CH:18][CH:17]=2)=[N:9][C:10]=1[CH3:11])=[O:5])[CH3:2]. Procedure details: The title compound, MS: m/e=345.4 (M+H+) was prepared in accordance with the general method of example 1b from 2-bromo-3,5-dimethyl-3H-imidazole-4-carboxylic acid ethyl ester and 4-ethynylbiphenyl. Starting materials: COCCN (2-methoxyethylamine), C([O-])([O-])=O.[K+].[K+] (potassium carbonate), BrC1=CC2=C(C(=C(O2)C(=O)C2=C(C=C(C=C2)Cl)Cl)CBr)C=C1 ((6-bromo-3-bromomethyl-benzofuran-2-yl)-(2,4-dichlorophenyl)-methanone). The solvent is C1CCOC1 (THF). Run at time 2 hour. Product: BrC1=CC2=C(C(=C(O2)C(=O)C2=C(C=C(C=C2)Cl)Cl)CNCCOC)C=C1 ({6-Bromo-3-[(2-methoxy-ethylamino)-methyl]-benzofuran-2yl}-(2,4-dichlorophenyl)-methanone). The yield is 48.2%. Reaction SMILES: [CH3:1][O:2][CH2:3][CH2:4][NH2:5].C(=O)([O-])[O-].[K+].[K+].[Br:12][C:13]1[CH:33]=[CH:32][C:16]2[C:17]([CH2:30]Br)=[C:18]([C:20]([C:22]3[CH:27]=[CH:26][C:25]([Cl:28])=[CH:24][C:23]=3[Cl:29])=[O:21])[O:19][C:15]=2[CH:14]=1>C1COCC1>[Br:12][C:13]1[CH:33]=[CH:32][C:16]2[C:17]([CH2:30][NH:5][CH2:4][CH2:3][O:2][CH3:1])=[C:18]([C:20]([C:22]3[CH:27]=[CH:26][C:25]([Cl:28])=[CH:24][C:23]=3[Cl:29])=[O:21])[O:19][C:15]=2[CH:14]=1 |f:1.2.3|. Procedure: To a solution of 2-methoxyethylamine (118 mg, 1.57 mmol) in THF (6 mL) at 0° C. was added potassium carbonate followed by slow addition of (6-bromo-3-bromomethyl-benzofuran-2-yl)-(2,4-dichlorophenyl)-methanone (660 mg, 1.43 mmol) in several portions. The reaction mixture was stirred at rt for 2 h, and the resulting precipitate was removed by filtration and the filtrate was concentrated. The crude residue was purified by column chromatography (30-50% ethyl acetate in hexanes) giving the desired p... Reactants: C1CCNCC1, CC(C)O, N#Cc1cc2c(s1)NC(=O)C2, O=Cc1ccc[nH]1. Yields the product N#Cc1cc2c(s1)NC(=O)C2=Cc1ccc[nH]1. Reaction SMILES: [CH2:19]1[CH2:20][CH2:21][NH:22][CH2:23][CH2:24]1.[CH3:25][CH:26]([OH:27])[CH3:28].[O:1]=[C:2]1[CH2:3][c:4]2[c:5]([s:7][c:8]([C:10]#[N:11])[cH:9]2)[NH:6]1.[nH:12]1[c:13]([CH:17]=[O:18])[cH:14][cH:15][cH:16]1>>[O:1]=[C:2]1[C:3](=[CH:17][c:13]2[nH:12][cH:16][cH:15][cH:14]2)[c:4]2[c:5]([s:7][c:8]([C:10]#[N:11])[cH:9]2)[NH:6]1. Reactants: C(#N)C1=CC2=C(N=C(S2)C(C2=C3C=CN(C3=C(C=C2OC)C)C(=O)OC(C)(C)C)O)C=C1 (tert-Butyl 4-((6-cyanobenzo[d]thiazol-2-yl)(hydroxy)methyl)-5-methoxy-7-methyl-1H-indole-1-carboxylate), C(=O)([O-])[O-].[Cs+].[Cs+] (Cs2CO3), [BH4-].[Na+] (NaBH4). The solvent is CO (MeOH), C1CCOC1 (THF). Conditions: time 1 hour. Product: OC(C=1SC2=C(N1)C=CC(=C2)C#N)C2=C1C=CNC1=C(C=C2OC)C ((±)-2-(hydroxy(5-methoxy-7-methyl-1H-indol-4-yl)methyl)benzo[d]thiazole-6-carbonitrile). RXN SMILES: [C:1]([C:3]1[CH:32]=[CH:31][C:6]2[N:7]=[C:8]([CH:10]([OH:30])[C:11]3[C:19]([O:20][CH3:21])=[CH:18][C:17]([CH3:22])=[C:16]4[C:12]=3[CH:13]=[CH:14][N:15]4C(OC(C)(C)C)=O)[S:9][C:5]=2[CH:4]=1)#[N:2].C([O-])([O-])=O.[Cs+].[Cs+].[BH4-].[Na+]>C1COCC1.CO>[OH:30][CH:10]([C:11]1[C:19]([O:20][CH3:21])=[CH:18][C:17]([CH3:22])=[C:16]2[C:12]=1[CH:13]=[CH:14][NH:15]2)[C:8]1[S:9][C:5]2[CH:4]=[C:3]([C:1]#[N:2])[CH:32]=[CH:31][C:6]=2[N:7]=1 |f:1.2.3,4.5|. Procedure: tert-Butyl 4-((6-cyanobenzo[d]thiazol-2-yl)(hydroxy)methyl)-5-methoxy-7-methyl-1H-indole-1-carboxylate (40 mg, 0.089 mmol) and Cs2CO3 (145 mg, 0.445 mmol) were mixed in THF (0.5 mL) and MeOH (0.5 mL), and stirred at 65° C. for 2 hours. NaBH4 (67 mg, 1.78 mmol) was added to the reaction mixture and stirred at rt for 1 hour to reduce the oxidative by-products. The reaction mixture was then concentrated dissolved in MeOH and purified with HPLC (HC-B) to provide the title compound. 1H NMR (400 MHz, ...